Dataset: the Open Reaction Database (ORD), a public repository of structured organic reaction records. Task: describe an organic reaction: reactants, conditions, products, and yield Starting materials: [BH4-], CO, O=Cc1cnc(NC(=O)N(C2CCCCC2)C2CCCCC2)s1, [Li+]. Yields the product O=C(Nc1ncc(CO)s1)N(C1CCCCC1)C1CCCCC1. RXN SMILES: [BH4-:24].[CH3:26][OH:27].[CH:1]1([N:7]([C:8](=[O:9])[NH:10][c:11]2[s:12][c:13]([CH:16]=[O:17])[cH:14][n:15]2)[CH:18]2[CH2:19][CH2:20][CH2:21][CH2:22][CH2:23]2)[CH2:2][CH2:3][CH2:4][CH2:5][CH2:6]1.[Li+:25]>>[CH:1]1([N:7]([C:8](=[O:9])[NH:10][c:11]2[s:12][c:13]([CH2:16][OH:17])[cH:14][n:15]2)[CH:18]2[CH2:19][CH2:20][CH2:21][CH2:22][CH2:23]2)[CH2:2][CH2:3][CH2:4][CH2:5][CH2:6]1.